Dataset: the Open Reaction Database (ORD), a public repository of structured organic reaction records. Task: describe an organic reaction: reactants, conditions, products, and yield The reactants are C(=O)(O)C(CCN1C(=NC2=C1C=CC=C2C)COC2=CC=C(C=C2)Cl)C (1-[3-carboxybutyl]-2-[(4-chlorophenoxy)methyl]-4-methylbenzimidazole), C1NCCC2=CC=CC=C12 (1,2,3,4-tetrahydroisoquinoline), ON1N=NC2=C1C=CC=C2 (1-hydroxybenzotriazole), C1(CCCCC1)N=C=NC1CCCCC1 (dicyclohexylcarbodiimide). The solvent is CN(C=O)C (N,N-dimethylformamide). Conditions: time 64 hour. Yields the product C1(NCCC2=CC=CC=C12)C(=O)C(CCN1C(=NC2=C1C=CC=C2C)COC2=CC=C(C=C2)Cl)C (1-[3-[(1,2,3,4-tetrahydroisoquinolin-1-yl)carbonyl]butyl]-2-[(4-chlorophenoxy)methyl]-4-methylbenzimidazole). The yield is 115.5%. Reaction SMILES: [C:1]([CH:4]([CH3:26])[CH2:5][CH2:6][N:7]1[C:11]2[CH:12]=[CH:13][CH:14]=[C:15]([CH3:16])[C:10]=2[N:9]=[C:8]1[CH2:17][O:18][C:19]1[CH:24]=[CH:23][C:22]([Cl:25])=[CH:21][CH:20]=1)(O)=[O:2].[CH2:27]1[C:36]2[C:31](=[CH:32][CH:33]=[CH:34][CH:35]=2)[CH2:30][CH2:29][NH:28]1.ON1C2C=CC=CC=2N=N1.C1(N=C=NC2CCCCC2)CCCCC1>CN(C)C=O>[CH:27]1([C:1]([CH:4]([CH3:26])[CH2:5][CH2:6][N:7]2[C:11]3[CH:12]=[CH:13][CH:14]=[C:15]([CH3:16])[C:10]=3[N:9]=[C:8]2[CH2:17][O:18][C:19]2[CH:24]=[CH:23][C:22]([Cl:25])=[CH:21][CH:20]=2)=[O:2])[C:36]2[C:31](=[CH:32][CH:33]=[CH:34][CH:35]=2)[CH2:30][CH2:29][NH:28]1. Procedure details: To a stirring solution of 1-[3-carboxybutyl]-2-[(4-chlorophenoxy)methyl]-4-methylbenzimidazole (0.800 g, 2.2 mmol) in N,N-dimethylformamide (50 ml) were added sequentially 1,2,3,4-tetrahydroisoquinoline (322 mg, 1.1 eq), 1-hydroxybenzotriazole (327 mg, 1.1 eq), and dicyclohexylcarbodiimide (500 mg, 1.1 eq). The resulting mixture was then stirred under a nitrogen atmosphere at room temperature for 64 hours. The reaction mixture was then filtered and the resulting filtrate was concntrated under re...